From a dataset of the Open Reaction Database (ORD), a public repository of structured organic reaction records. describe an organic reaction: reactants, conditions, products, and yield Starting materials: [H-].[Li+] (lithium hydride), ice water, OCC1=NC(=NC(=C1)C)O[C@H](C(=O)OC)C(C1=CC=CC=C1)(C1=CC=CC=C1)OC ((S)-Methyl 2-(4-(hydroxymethyl)-6-methylpyrimidin-2-yloxy)-3-methoxy-3,3-diphenylpropanoate), C(C1=CC=CC=C1)Br (Benzyl bromide). Solvent: O1CCCC1 (tetrahydrofuran), CN(C=O)C (dimethylformamide). Conditions: time 0.5 hour. Product: C(C1=CC=CC=C1)OCC1=NC(=NC(=C1)C)O[C@H](C(=O)OC)C(C1=CC=CC=C1)(C1=CC=CC=C1)OC ((S)-Methyl 2-(4-(benzyloxymethyl)-6-methylpyrimidin-2-yloxy)-3-methoxy-3,3-diphenylpropanoate). The yield is 68.7%. Reaction SMILES: [H-].[Li+].[OH:3][CH2:4][C:5]1[CH:10]=[C:9]([CH3:11])[N:8]=[C:7]([O:12][C@@H:13]([C:18]([O:31][CH3:32])([C:25]2[CH:30]=[CH:29][CH:28]=[CH:27][CH:26]=2)[C:19]2[CH:24]=[CH:23][CH:22]=[CH:21][CH:20]=2)[C:14]([O:16][CH3:17])=[O:15])[N:6]=1.[CH2:33](Br)[C:34]1[CH:39]=[CH:38][CH:37]=[CH:36][CH:35]=1>O1CCCC1.CN(C)C=O>[CH2:33]([O:3][CH2:4][C:5]1[CH:10]=[C:9]([CH3:11])[N:8]=[C:7]([O:12][C@@H:13]([C:18]([O:31][CH3:32])([C:25]2[CH:26]=[CH:27][CH:28]=[CH:29][CH:30]=2)[C:19]2[CH:20]=[CH:21][CH:22]=[CH:23][CH:24]=2)[C:14]([O:16][CH3:17])=[O:15])[N:6]=1)[C:34]1[CH:39]=[CH:38][CH:37]=[CH:36][CH:35]=1 |f:0.1|. Reported procedure: To a 0° C. mixture of lithium hydride (0.235 g, 29.4 mmol) in tetrahydrofuran and dimethylformamide (30 mL: 10 mL) is added the compound of Example 11 (3.0 g, 7.3 mmol) and the mixture stirred for 0.5 hr. Benzyl bromide (1.257 g, 7.3 mmol) is then added and the reaction stirred 12 hr at room temperature. The reaction is poured into ice-water (100 mL) and the quenched mixture extracted with ethyl acetate (2×100 mL). Concentration gives crude product that is purified by column chromatography on si...